Dataset: the Open Reaction Database (ORD), a public repository of structured organic reaction records. Task: describe an organic reaction: reactants, conditions, products, and yield The reactants are CC(C)=O, C=C(C)C1CCC(C)=C1CCC=O. The product is C=C(C)C1CCC(C)=C1CCC(=O)O. Reaction SMILES: [CH3:14][C:15]([CH3:16])=[O:17].[CH:1](=[O:2])[CH2:3][CH2:4][C:5]1=[C:6]([CH3:13])[CH2:7][CH2:8][CH:9]1[C:10](=[CH2:11])[CH3:12]>>[C:1](=[O:2])([CH2:3][CH2:4][C:5]1=[C:6]([CH3:13])[CH2:7][CH2:8][CH:9]1[C:10](=[CH2:11])[CH3:12])[OH:17]. The reactants are [O-]S(=O)(=S)[O-].[Na+].[Na+] (Na2S2O3), N[C@H](C(=O)C1=NC(=NO1)C1=CC=CC=C1)CC ((S)-2-amino-1-(3-phenyl-[1,2,4]oxadiazol-5-yl)-butan-1-one), N1(CCOCC1)C(CC(C(=O)O)CS(=O)(=O)CC1=CC=CC=C1)=O (4-morpholin-4-yl-4-oxo-2-benzylsulfonylmethyl-butyric acid), C(CCl)Cl (EDC), C=1C=CC2=C(C1)N=NN2O (HOBt), CN1CCOCC1 (4-methylmorpholine), CC(=O)OI1(C=2C=CC=CC2C(=O)O1)(OC(=O)C)OC(=O)C (Dess-Martin periodinane). Run in C(=O)(O)[O-].[Na+] (NaHCO3), C(C)(=O)OCC (ethyl acetate), C(Cl)Cl (CH2Cl2). Reaction conditions: time 2 hour. Yields the product N1(CCOCC1)C(CC(C(=O)N[C@@H](CC)C(=O)C1=NC(=NO1)C1=CC=CC=C1)CS(=O)(=O)CC1=CC=CC=C1)=O (4-Morpholin-4-yl-4-oxo-2-benzylsulfonylmethyl-N-{-(S)-1[1-(3-phenyl-[1,2,4]oxadiazol-5-yl)-methanoyl]-propyl}-butyramide). RXN SMILES: [NH2:1][C@@H:2]([CH2:16][CH3:17])[C:3]([C:5]1[O:9][N:8]=[C:7]([C:10]2[CH:15]=[CH:14][CH:13]=[CH:12][CH:11]=2)[N:6]=1)=[O:4].[N:18]1([C:24](=[O:41])[CH2:25][CH:26]([CH2:30][S:31]([CH2:34][C:35]2[CH:40]=[CH:39][CH:38]=[CH:37][CH:36]=2)(=[O:33])=[O:32])[C:27](O)=[O:28])[CH2:23][CH2:22][O:21][CH2:20][CH2:19]1.C(Cl)CCl.C1C=CC2N(O)N=NC=2C=1.CN1CCOCC1.CC(OI1(OC(C)=O)(OC(C)=O)OC(=O)C2C=CC=CC1=2)=O.[O-]S([O-])(=S)=O.[Na+].[Na+]>C(OCC)(=O)C.C([O-])(O)=O.[Na+].C(Cl)Cl>[N:18]1([C:24](=[O:41])[CH2:25][CH:26]([CH2:30][S:31]([CH2:34][C:35]2[CH:40]=[CH:39][CH:38]=[CH:37][CH:36]=2)(=[O:32])=[O:33])[C:27]([NH:1][C@H:2]([C:3]([C:5]2[O:9][N:8]=[C:7]([C:10]3[CH:15]=[CH:14][CH:13]=[CH:12][CH:11]=3)[N:6]=2)=[O:4])[CH2:16][CH3:17])=[O:28])[CH2:23][CH2:22][O:21][CH2:20][CH2:19]1 |f:6.7.8,10.11|. Procedure: A mixture of (S)-2-amino-1-(3-phenyl-[1,2,4]oxadiazol-5-yl)-butan-1-one, prepared as in Reference 11, 4-morpholin-4-yl-4-oxo-2-benzylsulfonylmethyl-butyric acid (200 mg, 0.56 mmol), EDC (200 mg, 1.05 mmol), HOBt (200 mg, 1.30 mmol), CH2Cl2 (4 mL) and 4-methylmorpholine (0.5 mL) was stirred at ambient temperature for 2 hours. After dilution with ethyl acetate (150 mL), the solution was washed with water (30 mL), saturated aqueous NaHCO3 solution and brine, dried with MgSO4 and evaporated under va... Starting materials: CC=1C=CC=CC1C(=O)NC=2C=CC(=C(C2)C)C(=O)N3CCCC(C4=C3C=CC(=C4)Cl)O (Tolvaptan), N1=CC=CC=C1 (pyridine), ClC(=O)OCCl (Chloromethyl chloroformate). The solvent is ClCCl (dichloromethane). Conditions: time 30 minute. The product is C(OCCl)(OC1C2=C(N(CCC1)C(C1=C(C=C(C=C1)NC(C1=C(C=CC=C1)C)=O)C)=O)C=CC(=C2)Cl)=O (chloromethyl {7-chloro-1-[2-methyl-4-(2-methyl-benzoylamino)-benzoyl]-2,3,4,5-tetrahydro-1H-benzo[b]azepin-5-yl} carbonate). RXN SMILES: [CH3:1][C:2]1[CH:3]=[CH:4][CH:5]=[CH:6][C:7]=1[C:8]([NH:10][C:11]1[CH:12]=[CH:13][C:14]([C:18]([N:20]2[C:26]3[CH:27]=[CH:28][C:29]([Cl:31])=[CH:30][C:25]=3[CH:24]([OH:32])[CH2:23][CH2:22][CH2:21]2)=[O:19])=[C:15]([CH3:17])[CH:16]=1)=[O:9].N1C=CC=CC=1.Cl[C:40]([O:42][CH2:43][Cl:44])=[O:41]>ClCCl>[C:40](=[O:41])([O:32][CH:24]1[CH2:23][CH2:22][CH2:21][N:20]([C:18](=[O:19])[C:14]2[CH:13]=[CH:12][C:11]([NH:10][C:8](=[O:9])[C:7]3[CH:6]=[CH:5][CH:4]=[CH:3][C:2]=3[CH3:1])=[CH:16][C:15]=2[CH3:17])[C:26]2[CH:27]=[CH:28][C:29]([Cl:31])=[CH:30][C:25]1=2)[O:42][CH2:43][Cl:44]. Procedure details: Tolvaptan (5.0 g) and pyridine (1.1 ml) were suspended in dichloromethane (50 ml). Chloromethyl chloroformate (1.1 ml) was added thereto under cooling with ice, and the mixture was stirred at room temperature for 30 minutes. The reaction mixture was washed with water, dried over anhydrous sodium sulfate. After filtration and concentration under reduced pressure, the residue was purified by silica gel flash chromatography (n-hexane:ethyl acetate=70:30→50:50). The purified product was concentrated...